describe an organic reaction: reactants, conditions, products, and yield From a dataset of the Open Reaction Database (ORD), a public repository of structured organic reaction records. Starting materials: C1CO1, Cl, O, O=C(CCl)Nc1c(I)c(C(=O)NCC(O)CO)c(I)c(C(=O)NCC(O)CO)c1I. Product: O=C(NCC(O)CO)c1c(I)c(C(=O)NCC(O)CO)c(I)c(N(CCO)C(=O)CCl)c1I. Reaction SMILES: [CH2:31]1[CH2:32][O:33]1.[ClH:34].[OH2:35].[OH:1][CH:2]([CH2:3][NH:4][C:5]([c:6]1[c:7]([I:27])[c:8]([C:9](=[O:10])[NH:11][CH2:12][CH:13]([CH2:14][OH:15])[OH:16])[c:17]([I:26])[c:18]([NH:21][C:22]([CH2:23][Cl:24])=[O:25])[c:19]1[I:20])=[O:28])[CH2:29][OH:30]>>[OH:1][CH:2]([CH2:3][NH:4][C:5]([c:6]1[c:7]([I:27])[c:8]([C:9](=[O:10])[NH:11][CH2:12][CH:13]([CH2:14][OH:15])[OH:16])[c:17]([I:26])[c:18]([N:21]([C:22]([CH2:23][Cl:24])=[O:25])[CH2:31][CH2:32][OH:33])[c:19]1[I:20])=[O:28])[CH2:29][OH:30]. Reactants: O=C([O-])[O-], CN1CCNCC1, CC#N, O=[N+]([O-])c1ccc(F)cc1, [K+], [K+], O. Yields the product CN1CCN(c2ccc([N+](=O)[O-])cc2)CC1. Reaction SMILES: [C:18](=[O:19])([O-:20])[O-:21].[CH3:11][N:12]1[CH2:13][CH2:14][NH:15][CH2:16][CH2:17]1.[CH3:25][C:26]#[N:27].[F:1][c:2]1[cH:3][cH:4][c:5]([N+:8](=[O:9])[O-:10])[cH:6][cH:7]1.[K+:22].[K+:23].[OH2:24]>>[c:2]1([N:15]2[CH2:14][CH2:13][N:12]([CH3:11])[CH2:17][CH2:16]2)[cH:3][cH:4][c:5]([N+:8](=[O:9])[O-:10])[cH:6][cH:7]1. The reactants are BrCCCCCCC1=C(C(=CC=C1)OC)OC (1-(6-bromohexyl)-2,3-dimethoxybenzene), COC(C1=CC=C(C=C1)O)=O (4-hydroxybenzoic acid methyl ester), C([O-])([O-])=O.[K+].[K+] (potassium carbonate), [I-].[K+] (potassium iodide). Run in CC(=O)C (acetone). Product: COC(C1=CC=C(C=C1)OCCCCCCC1=C(C(=CC=C1)OC)OC)=O (4-[6-(2,3-dimethoxyphenyl)hexyloxy]benzoic acid methyl ester). Isolated yield 98.4%. As a reaction SMILES: Br[CH2:2][CH2:3][CH2:4][CH2:5][CH2:6][CH2:7][C:8]1[CH:13]=[CH:12][CH:11]=[C:10]([O:14][CH3:15])[C:9]=1[O:16][CH3:17].[CH3:18][O:19][C:20](=[O:28])[C:21]1[CH:26]=[CH:25][C:24]([OH:27])=[CH:23][CH:22]=1.C(=O)([O-])[O-].[K+].[K+].[I-].[K+]>CC(C)=O>[CH3:18][O:19][C:20](=[O:28])[C:21]1[CH:26]=[CH:25][C:24]([O:27][CH2:2][CH2:3][CH2:4][CH2:5][CH2:6][CH2:7][C:8]2[CH:13]=[CH:12][CH:11]=[C:10]([O:14][CH3:15])[C:9]=2[O:16][CH3:17])=[CH:23][CH:22]=1 |f:2.3.4,5.6|. Procedure: A mixture of 1.00 g (3.3 mmol) of 1-(6-bromohexyl)-2,3-dimethoxybenzene, 0.45 g (3.0 mmol) of 4-hydroxybenzoic acid methyl ester, 0.62 g (4.5 mmol) of potassium carbonate and 0.75 g (4.5 mmol) of potassium iodide in 25 mL of acetone was stirred at reflux for 23 hours. Workup as in Example 16 and purification by HPLC using 15% ethyl acetate-hexane gave 1.10 g (89% yield) of 4-[6-(2,3-dimethoxyphenyl)hexyloxy]benzoic acid methyl ester as an oil. The reactants are Clc1ccc(Br)cc1, CC(=O)[O-], CC(=O)[O-], CC(C)(C)[O-], CCOC(C)=O, Cc1ccccc1, CC(C)(C)OC(=O)N1CCC(N)CC1, [Na+], O, [Pd+2]. Product: CC(C)(C)OC(=O)N1CCC(Nc2ccc(Cl)cc2)CC1. Reaction SMILES: [Br:1][c:2]1[cH:3][cH:4][c:5]([Cl:8])[cH:6][cH:7]1.[C:42]([O-:43])(=[O:44])[CH3:45].[C:47]([O-:48])(=[O:49])[CH3:50].[CH3:23][C:24]([CH3:25])([O-:26])[CH3:27].[CH3:29][CH2:30][O:31][C:32](=[O:33])[CH3:34].[CH3:35][c:36]1[cH:37][cH:38][cH:39][cH:40][cH:41]1.[NH2:9][CH:10]1[CH2:11][CH2:12][N:13]([C:16](=[O:17])[O:18][C:19]([CH3:20])([CH3:21])[CH3:22])[CH2:14][CH2:15]1.[Na+:28].[OH2:51].[Pd+2:46]>>[c:2]1([NH:9][CH:10]2[CH2:11][CH2:12][N:13]([C:16](=[O:17])[O:18][C:19]([CH3:20])([CH3:21])[CH3:22])[CH2:14][CH2:15]2)[cH:3][cH:4][c:5]([Cl:8])[cH:6][cH:7]1. The reactants are ClC=1C=C2C(=C(N(C2=CC1)CC(=O)O)C)C=1C=CC=C2C=CC=NC12 (5-Chloro-2-methyl-3-(8-quinolinyl)-1H-indole-1-acetic acid), N1C=CC2=CC(=CC=C12)B(O)O (5-indole boronic acid), C([O-])([O-])=O.[K+].[K+] (potassium carbonate), C1(=C(C=CC=C1)P(C1=C(C=CC=C1)C)C1=C(C=CC=C1)C)C (tri(o-tolyl) phosphine). The reagents and catalysts are C(C)(=O)[O-].[Pd+2].C(C)(=O)[O-] (palladium acetate). The solvent is O (water), CC(=O)C (acetone). Product: ClC=1C=C2C(C(N(C2=CC1)CC(=O)OCC)C)=C1C=C2C=CN=C2C=C1 (5-chloro-2-methyl-[3,5′-bi-1-indole]-1-acetic acid, ethyl ester). Reaction SMILES: [Cl:1][C:2]1[CH:3]=[C:4]2[C:8](=[CH:9][CH:10]=1)[N:7]([CH2:11][C:12]([OH:14])=[O:13])[C:6]([CH3:15])=[C:5]2[C:16]1[CH:17]=[CH:18][CH:19]=[C:20]2[C:25]=1N=CC=C2.[NH:26]1C2C(=CC(B(O)O)=CC=2)[CH:28]=[CH:27]1.C(=O)([O-])[O-].[K+].[K+].[C:44]1(C)C=CC=C[C:45]=1P(C1C=CC=CC=1C)C1C=CC=CC=1C>C([O-])(=O)C.[Pd+2].C([O-])(=O)C.O.CC(C)=O>[Cl:1][C:2]1[CH:3]=[C:4]2[C:8](=[CH:9][CH:10]=1)[N:7]([CH2:11][C:12]([O:14][CH2:44][CH3:45])=[O:13])[CH:6]([CH3:15])[C:5]2=[C:16]1[CH:17]=[CH:18][C:19]2[C:20]([CH:28]=[CH:27][N:26]=2)=[CH:25]1 |f:2.3.4,6.7.8|. Procedure: The product of Example 51 part b (200 mg), 5-indole boronic acid (100 mg), potassium carbonate (0.73 g), acetone (6 ml), water (3 ml), palladium acetate (12 mg) and tri(o-tolyl) phosphine (30 mg) were heated at 90° C. for 4 hours. The reaction mixture was concentrated in vacuo, purified by silica chromatography eluting with hexane:EtOAc (7:3) to give the sub-title compound (140 mg). The reactants are Cc1ccccc1, CCCCCC1CCC(O)(c2cc(F)cc(F)c2)CC1. Product: CCCCCC1CC=C(c2cc(F)cc(F)c2)CC1. As a reaction SMILES: [CH3:21][c:22]1[cH:23][cH:24][cH:25][cH:26][cH:27]1.[OH:1][C:2]1([c:13]2[cH:14][c:15]([F:20])[cH:16][c:17]([F:19])[cH:18]2)[CH2:3][CH2:4][CH:5]([CH2:8][CH2:9][CH2:10][CH2:11][CH3:12])[CH2:6][CH2:7]1>>[C:2]1([c:13]2[cH:14][c:15]([F:20])[cH:16][c:17]([F:19])[cH:18]2)=[CH:3][CH2:4][CH:5]([CH2:8][CH2:9][CH2:10][CH2:11][CH3:12])[CH2:6][CH2:7]1. The reactants are C(Cl)Cl (methylene chloride), C(C1CO1)OC1=CC=CC=C1 (Phenyl glycidyl ether), CC=1C(=C2C=NNC2=CC1)NCCN (5-methyl-4-(2-aminoethylamino)-indazole), O (water), CN(C=O)C (dimethylformamide). The solvent is C(C)(=O)OCC (ethyl acetate). Conditions: time 2 day. Product: C(C1=CC=CC=C1)(=O)OC(COC1=CC=CC=C1)CNCCNC1=C2C=NNC2=CC=C1C (1-Phenoxy-3-[2-(5-methylindazol-4-ylamino)-ethylamino]-propan-2-ol benzoate). Reaction SMILES: [CH2:1]([O:5][C:6]1[CH:11]=[CH:10][CH:9]=[CH:8][CH:7]=1)[CH:2]1[O:4][CH2:3]1.[CH3:12][C:13]1[C:14]([NH:22][CH2:23]CN)=[C:15]2[C:19](=[CH:20][CH:21]=1)[NH:18][N:17]=[CH:16]2.C[N:27]([CH3:30])[CH:28]=O.C(Cl)Cl.[OH2:34]>C(OCC)(=O)C>[C:3]([O:4][CH:2]([CH2:30][NH:27][CH2:28][CH2:23][NH:22][C:14]1[C:13]([CH3:12])=[CH:21][CH:20]=[C:19]2[C:15]=1[CH:16]=[N:17][NH:18]2)[CH2:1][O:5][C:6]1[CH:7]=[CH:8][CH:9]=[CH:10][CH:11]=1)(=[O:34])[C:6]1[CH:11]=[CH:10][CH:9]=[CH:8][CH:7]=1. Procedure: 3.0 g Phenyl glycidyl ether and 6.0 g 5-methyl-4-(2-aminoethylamino)-indazole are dissolved in 12 ml. dimethylformamide and left to stand for 2 days at ambient temperature. The reaction mixture is taken up in a little methylene chloride, shaken out three times with a 10-fold amount of water and the methylene chloride solution is dried and separated column chromatographically on silica gel using, as elution agent, methylene chloride-methanol-triethylamine (100:10:1 v/v/v). By evaporation of the p...